Dataset: the Open Reaction Database (ORD), a public repository of structured organic reaction records. Task: describe an organic reaction: reactants, conditions, products, and yield Reactants: Cl.CN(CCCN=C=NCC)C (1-(3-dimethylaminopropyl)-3-ethylcarbodiimide hydrochloride), ClC=1C=C(C=2CCN(C(C2C1)=O)C(CCC)CCC)C(=O)O (7-chloro-1-oxo-2-(1-propylbutyl)-1,2,3,4-tetrahydroisoquinoline-5-carboxylic acid), ON1N=NC2=C1N=CC=C2 (1-hydroxy-7-azabenzotriazole), Cl.N[C@H]([C@@H](CNC1(CC1)C1=CC(=CC=C1)C(F)(F)F)O)CC1=CC(=CC(=C1)F)F ((2R,3S)-3-amino-4-(3,5-difluorophenyl)-1-({1-[3-(trifluoromethyl)phenyl]cyclopropyl}amino)butan-2-ol hydrochloride). Run in C(C)(=O)OCC (ethyl acetate), O (water), C(C)N(CC)CC (triethylamine), CN(C=O)C (dimethylformamide). Run at time 15 hour. Product: FC=1C=C(C[C@@H]([C@@H](CNC2(CC2)C2=CC(=CC=C2)C(F)(F)F)O)NC(=O)C=2C=3CCN(C(C3C=C(C2)Cl)=O)C(CCC)CCC)C=C(C1)F (N-[(1S,2R)-1-(3,5-difluorobenzyl)-2-hydroxy-3-({1-[3-(trifluoromethyl)phenyl]cyclopropyl}amino)propyl]-7-chloro-1-oxo-2-(1-propylbutyl)-1,2,3,4-tetrahydroisoquinoline-5-carboxamide). Reaction SMILES: [Cl:1][C:2]1[CH:3]=[C:4]([C:20](O)=[O:21])[C:5]2[CH2:6][CH2:7][N:8]([CH:13]([CH2:17][CH2:18][CH3:19])[CH2:14][CH2:15][CH3:16])[C:9](=[O:12])[C:10]=2[CH:11]=1.Cl.[NH2:24][C@@H:25]([CH2:43][C:44]1[CH:49]=[C:48]([F:50])[CH:47]=[C:46]([F:51])[CH:45]=1)[C@H:26]([OH:42])[CH2:27][NH:28][C:29]1([C:32]2[CH:37]=[CH:36][CH:35]=[C:34]([C:38]([F:41])([F:40])[F:39])[CH:33]=2)[CH2:31][CH2:30]1.ON1C2N=CC=CC=2N=N1.Cl.CN(C)CCCN=C=NCC>CN(C)C=O.C(OCC)(=O)C.O.C(N(CC)CC)C>[F:51][C:46]1[CH:45]=[C:44]([CH:49]=[C:48]([F:50])[CH:47]=1)[CH2:43][C@H:25]([NH:24][C:20]([C:4]1[C:5]2[CH2:6][CH2:7][N:8]([CH:13]([CH2:17][CH2:18][CH3:19])[CH2:14][CH2:15][CH3:16])[C:9](=[O:12])[C:10]=2[CH:11]=[C:2]([Cl:1])[CH:3]=1)=[O:21])[C@H:26]([OH:42])[CH2:27][NH:28][C:29]1([C:32]2[CH:37]=[CH:36][CH:35]=[C:34]([C:38]([F:39])([F:40])[F:41])[CH:33]=2)[CH2:31][CH2:30]1 |f:1.2,4.5|. Procedure details: Added, under an argon atmosphere and at a temperature close to 20° C., to a solution of 180 mg of 7-chloro-1-oxo-2-(1-propylbutyl)-1,2,3,4-tetrahydroisoquinoline-5-carboxylic acid in 2.2 cm3 of anhydrous dimethylformamide are 0.25 cm3 of triethylamine and 263 mg of (2R,3S)-3-amino-4-(3,5-difluorophenyl)-1-({1-[3-(trifluoromethyl)phenyl]cyclopropyl}amino)butan-2-ol hydrochloride (2:1), then 90 mg of 1-hydroxy-7-azabenzotriazole and 127 mg of 1-(3-dimethylaminopropyl)-3-ethylcarbodiimide hydrochlo... The reactants are CC#N, O=C1CCC(=O)N1I, O=C(O)C(F)(F)F, O=C(O)c1cc(-c2ccc(F)cc2F)ccc1O. Yields the product O=C(O)c1cc(-c2ccc(F)cc2F)cc(I)c1O. RXN SMILES: [CH3:34][C:35]#[N:36].[O:1]=[C:2]1[N:3]([I:8])[C:4](=[O:5])[CH2:6][CH2:7]1.[OH:27][C:28]([C:29]([F:30])([F:31])[F:32])=[O:33].[OH:9][C:10](=[O:11])[c:12]1[cH:13][c:14](-[c:19]2[cH:20][cH:21][c:22]([F:23])[cH:24][c:25]2[F:26])[cH:15][cH:16][c:17]1[OH:18]>>[I:8][c:16]1[cH:15][c:14](-[c:19]2[cH:20][cH:21][c:22]([F:23])[cH:24][c:25]2[F:26])[cH:13][c:12]([C:10]([OH:9])=[O:11])[c:17]1[OH:18]. RXN SMILES: C(O)(C(F)(F)F)=O.C(OC(=O)[N:14]([CH2:21][CH:22]1[C:31]2[C:26](=[C:27]([O:32][C:33]3[CH:38]=[CH:37][C:36]([C:39](=[O:41])[NH2:40])=[CH:35][N:34]=3)[CH:28]=[CH:29][CH:30]=2)[CH2:25][CH2:24][CH2:23]1)[CH2:15][CH2:16][CH2:17][CH:18]([CH3:20])[CH3:19])(C)(C)C>C(Cl)Cl>[CH3:19][CH:18]([CH3:20])[CH2:17][CH2:16][CH2:15][NH:14][CH2:21][CH:22]1[CH2:23][CH2:24][CH2:25][C:26]2[C:27]([O:32][C:33]3[CH:38]=[CH:37][C:36]([C:39]([NH2:40])=[O:41])=[CH:35][N:34]=3)=[CH:28][CH:29]=[CH:30][C:31]1=2. Starting materials: C(=O)(C(F)(F)F)O (TFA), C(C)(C)(C)OC(N(CCCC(C)C)CC1CCCC2=C(C=CC=C12)OC1=NC=C(C=C1)C(N)=O)=O ([5-(5-Carbamoyl-pyridin-2-yloxy)-1,2,3,4-tetrahydro-naphthalen-1-ylmethyl]-(4-methyl-pentyl)-carbamic acid tert-butyl ester). Run at time 18 hour. Isolated yield 88.9%. Reported procedure: Add TFA (540 mg, 4.73 mmol) to a solution of [5-(5-Carbamoyl-pyridin-2-yloxy)-1,2,3,4-tetrahydro-naphthalen-1-ylmethyl]-(4-methyl-pentyl)-carbamic acid tert-butyl ester (114 mg, 0.236 mmol) and DCM (3 ml) stirring under nitrogen at ambient temperature. After 18 hours, concentrate the mixture, redissolve in EtOAc and wash with 1M aq. K2CO3, water, and brine. Dry (MgSO4), concentrate, and purify on silica gel (5% (1N NH3/MeOH)/DCM) to obtain the title compound (80 mg) as an off-white solid. Mass s... Yields the product CC(CCCNCC1C=2C=CC=C(C2CCC1)OC1=NC=C(C(=O)N)C=C1)C (6-{5-[(4-Methyl-pentylamino)-methyl]-5,6,7,8-tetrahydro-naphthalen-1-yloxy}-nicotinamide). Run in C(Cl)Cl (DCM). Yields the product CC(C)[Si](C)(C)c1ccc(CNCCc2cccc(C(F)(F)F)c2)cc1. RXN SMILES: [CH:1]([CH3:2])([CH3:3])[Si:4]([c:5]1[cH:6][cH:7][c:8]([CH:9]=[O:10])[cH:11][cH:12]1)([CH3:13])[CH3:14].[F:15][C:16]([c:17]1[cH:18][c:19]([CH2:23][CH2:24][NH2:25])[cH:20][cH:21][cH:22]1)([F:26])[F:27]>>[CH:1]([CH3:2])([CH3:3])[Si:4]([c:5]1[cH:6][cH:7][c:8]([CH2:9][NH:25][CH2:24][CH2:23][c:19]2[cH:18][c:17]([C:16]([F:15])([F:26])[F:27])[cH:22][cH:21][cH:20]2)[cH:11][cH:12]1)([CH3:13])[CH3:14]. Starting materials: CC(C)[Si](C)(C)c1ccc(C=O)cc1, NCCc1cccc(C(F)(F)F)c1.